Dataset: the Open Reaction Database (ORD), a public repository of structured organic reaction records. Task: describe an organic reaction: reactants, conditions, products, and yield The reactants are NC=1O[C@H](C(N1)=O)[C@H](C)C1=CNC2=CC=CC=C12 ((5S)-2-Amino-5-[(1R)-1-(indol-3-yl)ethyl]-4-oxazolone), CN (methylamine). Run in aqueous solution. Run at time 3 hour. The product is C[C@@H]([C@H]1C(=O)N=C(O1)NC)C2=CNC3=CC=CC=C32 (indolmycin). Isolated yield 60.0%. As a reaction SMILES: [NH2:1][C:2]1[O:3][C@@H:4]([C@@H:8]([C:10]2[C:18]3[C:13](=[CH:14][CH:15]=[CH:16][CH:17]=3)[NH:12][CH:11]=2)[CH3:9])[C:5](=[O:7])[N:6]=1.[CH3:19]N>>[CH3:9][C@H:8]([C:10]1[C:18]2[C:13](=[CH:14][CH:15]=[CH:16][CH:17]=2)[NH:12][CH:11]=1)[C@@H:4]1[O:3][C:2]([NH:1][CH3:19])=[N:6][C:5]1=[O:7]. Procedure details: (5S)-2-Amino-5-[(1R)-1-(indol-3-yl)ethyl]-4-oxazolone (1.22 g) was dissolved in 40% aqueous solution of methylamine (9 ml). The vessel was stoppered and kept standing for 3 hours at 5° C. The reaction mixture was concentrated under reduced pressure to make the volume to about half. The precipitated solid substance was collected by filtration and washed with water (20 ml). The solid substance was recrystallized from methanol-water to give indolmycin (0.777 g) as white crystals (yield: 60%). The reactants are C(C)N(C(C)C)C(C)C (Ethyidiisopropylamine), C(C)(C)(C)OC(=O)NC(C/C=C/C(=O)O)(C)C ((2E)-5-(tert-Butoxycarbonylamino)-5-methylhex-2-enoic acid), ON1N=NC2=C1N=CC=C2 (1-hydroxy-7-azabenzotriazole), Cl.CN(CCCN=C=NCC)C (N-(3-dimethylaminopropyl)-N′-ethylcarbodiimide hydrochloride), CN(C([C@@H](CC1=CC2=CC=CC=C2C=C1)NC)=O)[C@H](CC1=CC=CC=C1)C(N(CCC1=NC=CC=C1)C)=O ((2R)-N-Methyl-2-(methylamino)-N-{(1R)-1-[N-methyl-N-(2-(pyridin-2-yl)ethyl)carbamoyl]-2-phenylethyl}-3-(2-naphthyl)propionamide). The solvent is ClCCl (dichloromethane), ClCCl (dichloromethan). Run at time 15 minute. The product is C(C)(C)(C)OC(NC(C\C=C\C(N([C@H](CC1=CC2=CC=CC=C2C=C1)C(N([C@H](CC1=CC=CC=C1)C(N(CCC1=NC=CC=C1)C)=O)C)=O)C)=O)(C)C)=O (((3E)-1,1-Dimethyl-4-{N-methyl-N-[(1R)1-(N-methyl-N{(1R)-1-[N-methyl-N-(2-(pyridin-2-yl)ethyl)carbamoyl]-2-phenylethyl}carbamoyl)-2-(2-naphthyl)ethyl]carbamoyl}but-3-enyl)carbamic acid tert-butyl ester). Yield: 61.0%. Reaction SMILES: [C:1]([O:5][C:6]([NH:8][C:9]([CH3:17])([CH3:16])[CH2:10]/[CH:11]=[CH:12]/[C:13]([OH:15])=O)=[O:7])([CH3:4])([CH3:3])[CH3:2].ON1C2N=CC=CC=2N=N1.Cl.CN(C)CCCN=C=NCC.C(N(C(C)C)C(C)C)C.[CH3:49][N:50]([C@@H:67]([C:75](=[O:86])[N:76]([CH3:85])[CH2:77][CH2:78][C:79]1[CH:84]=[CH:83][CH:82]=[CH:81][N:80]=1)[CH2:68][C:69]1[CH:74]=[CH:73][CH:72]=[CH:71][CH:70]=1)[C:51](=[O:66])[C@H:52]([NH:64][CH3:65])[CH2:53][C:54]1[CH:63]=[CH:62][C:61]2[C:56](=[CH:57][CH:58]=[CH:59][CH:60]=2)[CH:55]=1>ClCCl>[C:1]([O:5][C:6](=[O:7])[NH:8][C:9]([CH3:17])([CH3:16])[CH2:10]/[CH:11]=[CH:12]/[C:13](=[O:15])[N:64]([CH3:65])[C@@H:52]([C:51](=[O:66])[N:50]([CH3:49])[C@@H:67]([C:75](=[O:86])[N:76]([CH3:85])[CH2:77][CH2:78][C:79]1[CH:84]=[CH:83][CH:82]=[CH:81][N:80]=1)[CH2:68][C:69]1[CH:74]=[CH:73][CH:72]=[CH:71][CH:70]=1)[CH2:53][C:54]1[CH:63]=[CH:62][C:61]2[C:56](=[CH:57][CH:58]=[CH:59][CH:60]=2)[CH:55]=1)([CH3:2])([CH3:3])[CH3:4] |f:2.3|. Reported procedure: (2E)-5-(tert-Butoxycarbonylamino)-5-methylhex-2-enoic acid (2.87 g, 11.8 mmol), 1-hydroxy-7-azabenzotriazole (1.6 g, 11.8 mmol) and N-(3-dimethylaminopropyl)-N′-ethylcarbodiimide hydrochloride (2.26 g, 11.8 mmol) were dissolved in dichloromethane (30 mL). The reaction mixture was stirred for 15 min. Ethyidiisopropylamine (2.0 mL, 11.8 mmol) was added. (2R)-N-Methyl-2-(methylamino)-N-{(1R)-1-[N-methyl-N-(2-(pyridin-2-yl)ethyl)carbamoyl]-2-phenylethyl}-3-(2-naphthyl)propionamide (6.0 g, 11.8 mmol)... The reactants are [N-]=[N+]=NCCOc1cc(Cl)cc([N+](=O)[O-])c1N, C1CCOC1, O, c1ccc(P(c2ccccc2)c2ccccc2)cc1. Product: NCCOc1cc(Cl)cc([N+](=O)[O-])c1N. Reaction SMILES: [N:1](=[N+:2]=[N-:3])[CH2:4][CH2:5][O:6][c:7]1[c:8]([NH2:17])[c:9]([N+:14](=[O:15])[O-:16])[cH:10][c:11]([Cl:13])[cH:12]1.[O:37]1[CH2:38][CH2:39][CH2:40][CH2:41]1.[OH2:42].[c:18]1([P:19]([c:20]2[cH:21][cH:22][cH:23][cH:24][cH:25]2)[c:26]2[cH:27][cH:28][cH:29][cH:30][cH:31]2)[cH:32][cH:33][cH:34][cH:35][cH:36]1>>[NH2:1][CH2:4][CH2:5][O:6][c:7]1[c:8]([NH2:17])[c:9]([N+:14](=[O:15])[O-:16])[cH:10][c:11]([Cl:13])[cH:12]1. Reactants: FC(S(=O)(=O)OS(=O)(=O)C(F)(F)F)(F)F (Trifluoromethanesulphonic anhydride), ClN(C1=C(C=CC=C1)F)C1=NC=NC2=CC(=C(C=C12)OC)O (4-(chloro-2-fluoroanilino)-7-hydroxy-6methoxyquinazoline), N1=CC=CC=C1 (pyridine). Solvent: C(Cl)Cl (methylene chloride). Conditions: temperature 0 celsius, time 1 hour. Yields the product FC(S(=O)(=O)OC1=NC2=CC=CC=C2C=N1)(F)F (trifluoromethylsulphonyloxyquinazoline). The yield is 32.3%. As a reaction SMILES: [F:1][C:2]([F:15])([F:14])[S:3]([O:6]S(C(F)(F)F)(=O)=O)(=[O:5])=[O:4].ClN([C:25]1[C:34]2[C:29](=[CH:30][C:31](O)=[C:32](OC)[CH:33]=2)[N:28]=[CH:27][N:26]=1)C1C=CC=CC=1F.N1C=CC=CC=1>C(Cl)Cl>[F:1][C:2]([F:15])([F:14])[S:3]([O:6][C:27]1[N:26]=[CH:25][C:34]2[C:29](=[CH:30][CH:31]=[CH:32][CH:33]=2)[N:28]=1)(=[O:5])=[O:4]. Procedure: Trifluoromethanesulphonic anhydride (0.55 ml, 3.3 mmol) was added to a stirred suspension of 4-(chloro-2-fluoroanilino)-7-hydroxy-6methoxyquinazoline (959 mg, 3 mmol), (prepared as described for the starting material in Example 2), in methylene chloride (2.2 ml) and pyridine (2.2 ml) under argon at 0° C. The reaction mixture was stirred for 1 hour at 0° C., allowed to warm to ambient temperature and stirred for a further 1.5 hours. The volatiles were removed by evaporation, the residue was disso...